Dataset: the Open Reaction Database (ORD), a public repository of structured organic reaction records. Task: describe an organic reaction: reactants, conditions, products, and yield Starting materials: NC[C@H]1N(CCC[C@H]1C)C(=O)C1=C(C=CC(=C1)C)C1=CC=NN1C (((2S,3R)-2-(aminomethyl)-3-methylpiperidin-1-yl)(5-methyl-2-(1-methyl-1H-pyrazol-5-yl)phenyl)methanone), BrC1=NC=C(C=C1)C (2-bromo-5-methylpyridine). Yields the product C[C@H]1[C@H](N(CCC1)C(=O)C1=C(C=CC(=C1)C)C1=CC=NN1C)CNC1=NC=C(C=C1)C (((2S,3R)-3-Methyl-2-(((5-methylpyridin-2-yl)amino)methyl)piperidin-1-yl)(5-methyl-2-(1-methyl-1H-pyrazol-5-yl)phenyl)methanone). As a reaction SMILES: [NH2:1][CH2:2][C@@H:3]1[C@H:8]([CH3:9])[CH2:7][CH2:6][CH2:5][N:4]1[C:10]([C:12]1[CH:17]=[C:16]([CH3:18])[CH:15]=[CH:14][C:13]=1[C:19]1[N:23]([CH3:24])[N:22]=[CH:21][CH:20]=1)=[O:11].Br[C:26]1[CH:31]=[CH:30][C:29]([CH3:32])=[CH:28][N:27]=1>>[CH3:9][C@@H:8]1[CH2:7][CH2:6][CH2:5][N:4]([C:10]([C:12]2[CH:17]=[C:16]([CH3:18])[CH:15]=[CH:14][C:13]=2[C:19]2[N:23]([CH3:24])[N:22]=[CH:21][CH:20]=2)=[O:11])[C@@H:3]1[CH2:2][NH:1][C:26]1[CH:31]=[CH:30][C:29]([CH3:32])=[CH:28][N:27]=1. Procedure: The title compound was synthesized following the same general protocol as described in Example A44, using ((2S,3R)-2-(aminomethyl)-3-methylpiperidin-1-yl)(5-methyl-2-(1-methyl-1H-pyrazol-5-yl)phenyl)methanone and 2-bromo-5-methylpyridine. ESI-MS (m/z): 418 [M+1]+.